From a dataset of the Open Reaction Database (ORD), a public repository of structured organic reaction records. describe an organic reaction: reactants, conditions, products, and yield The reactants are C(=O)C=1C=C(C(=O)OC)C=CC1[N+](=O)[O-] (methyl 3-formyl-4-nitrobenzoate), C(Br)(Br)(Br)Br (carbontetrabromide), C1(=CC=CC=C1)P(C1=CC=CC=C1)C1=CC=CC=C1 (triphenylphosphine). Solvent: ClCCl (dichloromethane), ClCCl (dichloromethane). Run at temperature 0 celsius, time 1 hour. The product is BrC(=CC=1C=C(C(=O)OC)C=CC1[N+](=O)[O-])Br (methyl 3-(2,2-dibromovinyl)-4-nitrobenzoate). RXN SMILES: [CH:1]([C:3]1[CH:4]=[C:5]([CH:10]=[CH:11][C:12]=1[N+:13]([O-:15])=[O:14])[C:6]([O:8][CH3:9])=[O:7])=O.[C:16](Br)(Br)([Br:18])[Br:17].C1(P(C2C=CC=CC=2)C2C=CC=CC=2)C=CC=CC=1>ClCCl>[Br:17][C:16]([Br:18])=[CH:1][C:3]1[CH:4]=[C:5]([CH:10]=[CH:11][C:12]=1[N+:13]([O-:15])=[O:14])[C:6]([O:8][CH3:9])=[O:7]. Procedure details: To a solution of methyl 3-formyl-4-nitrobenzoate (23.7 mmol) and carbontetrabromide (8.66 g, 26.1 mmol) in dichloromethane (50 ml) was added dropwise a solution of triphenylphosphine (12.44 g, 47.5 mmol) in dichloromethane (50 ml) at 0° C. under a nitrogen atmosphere. The reaction was stirred for 1 h at 0° C. and then allowed to warm to room temperature. A small amount of white solid was formed. The solution was concentrated to 30 mL and then filtered. The organic solvent was concentrated under ... Reactants: COC(CC1=CC=C(C=C1)SCOC)=O ((4-methoxymethylsulfanyl-phenyl)-acetic acid methyl ester), O1CCCC1 (tetrahydrofuran), [OH-].[Li+] (lithium hydroxide). Solvent: CO (methanol), O (water). Run at temperature 25 celsius, time 20 hour. The product is COCSC1=CC=C(C=C1)CC(=O)O ((4-methoxymethylsulfanyl-phenyl)-acetic acid). The yield is 99.7%. Reaction SMILES: C[O:2][C:3](=[O:15])[CH2:4][C:5]1[CH:10]=[CH:9][C:8]([S:11][CH2:12][O:13][CH3:14])=[CH:7][CH:6]=1.O1CCCC1.[OH-].[Li+]>CO.O>[CH3:14][O:13][CH2:12][S:11][C:8]1[CH:9]=[CH:10][C:5]([CH2:4][C:3]([OH:15])=[O:2])=[CH:6][CH:7]=1 |f:2.3|. Procedure: A solution of (4-methoxymethylsulfanyl-phenyl)-acetic acid methyl ester (441 mg, 1.90 mmol) in methanol (1 mL), water (0.5 mL), and tetrahydrofuran (0.5 mL) was treated with lithium hydroxide (51 mg, 2.1 mmol). The reaction mixture was stirred at 25° C. for 20 h. At this time, the reaction was concentrated in vacuo. The residue was re-dissolved in water and extracted with ethyl acetate. The aqueous layer was then acidified to pH=1 with a 1N aqueous hydrochloric acid solution. This solution was e...